This data is from the Open Reaction Database (ORD), a public repository of structured organic reaction records. The task is: describe an organic reaction: reactants, conditions, products, and yield Reactants: ClCC=1N=CSC1\C=C/SC(C1=CC=CC=C1)(C1=CC=CC=C1)C1=CC=CC=C1 (4-chloromethyl-5-((Z)-2-tritylthioethen-1-yl)thiazole), C(CCO)O (1,3-propanediol). The product is OCCCOCC=1N=CSC1\C=C/SC(C1=CC=CC=C1)(C1=CC=CC=C1)C1=CC=CC=C1 (4-(3-Hydroxypropan-1-yloxy)methyl-5-((Z)-2-tritylthioethen-1-yl)thiazole). As a reaction SMILES: Cl[CH2:2][C:3]1[N:4]=[CH:5][S:6][C:7]=1/[CH:8]=[CH:9]\[S:10][C:11]([C:24]1[CH:29]=[CH:28][CH:27]=[CH:26][CH:25]=1)([C:18]1[CH:23]=[CH:22][CH:21]=[CH:20][CH:19]=1)[C:12]1[CH:17]=[CH:16][CH:15]=[CH:14][CH:13]=1.[CH2:30]([OH:34])[CH2:31][CH2:32][OH:33]>>[OH:33][CH2:32][CH2:31][CH2:30][O:34][CH2:2][C:3]1[N:4]=[CH:5][S:6][C:7]=1/[CH:8]=[CH:9]\[S:10][C:11]([C:24]1[CH:29]=[CH:28][CH:27]=[CH:26][CH:25]=1)([C:18]1[CH:23]=[CH:22][CH:21]=[CH:20][CH:19]=1)[C:12]1[CH:17]=[CH:16][CH:15]=[CH:14][CH:13]=1. Reported procedure: In the same manner as in step b) in Example 2, 674 mg of the title compound was prepared from 665 mg of 4-chloromethyl-5-((Z)-2-tritylthioethen-1-yl)thiazole prepared in step a) in Example 2 and 3 ml of 1,3-propanediol. The reactants are O=C1N(C(CC1)=O)OC(=O)C1=NN(C2=C1CC(C2)=O)CC2=CC=CC=C2 (1-Benzyl-5-oxo-1,4,5,6-tetrahydro-cyclopentapyrazole-3-carboxylic acid 2,5-dioxo-pyrrolidin-1-yl ester), [NH4+].[OH-] (NH4OH). Procedure: To a solution of the intermediate from step D (2.0 g, 5.25 mmol) in 1,4-dioxane (50 mL) was added NH4OH (14.8 N, 10.0 eq, 3.53 mL). A precipitate formed immediately. After stirring at room temperature for 15 minutes the reaction mixture was filtered through a fritted funnel and the precipitate washed with 1,4-dioxane. The filtrate was concentrated in vacuo to give a solid. Conditions: time 15 minute. RXN SMILES: O=C1CCC(=O)N1[O:8][C:9]([C:11]1[C:15]2[CH2:16][C:17](=[O:19])[CH2:18][C:14]=2[N:13]([CH2:20][C:21]2[CH:26]=[CH:25][CH:24]=[CH:23][CH:22]=2)[N:12]=1)=O.[NH4+:27].[OH-]>O1CCOCC1>[CH2:20]([N:13]1[C:14]2[CH2:18][C:17](=[O:19])[CH2:16][C:15]=2[C:11]([C:9]([NH2:27])=[O:8])=[N:12]1)[C:21]1[CH:26]=[CH:25][CH:24]=[CH:23][CH:22]=1 |f:1.2|. The solvent is O1CCOCC1 (1,4-dioxane). The product is C(C1=CC=CC=C1)N1N=C(C2=C1CC(C2)=O)C(=O)N (1-Benzyl-5-oxo-1,4,5,6-tetrahydro-cyclopentapyrazole-3-carboxylic acid amide). Starting materials: ClC=1C(=NC=CN1)C(C(=O)N[C@@H]1CC[C@@H](CC1)NC1=NC=C(C=C1)C)(C)C (2-(3-chloropyrazin-2-yl)-2-methyl-N-(cis-4-((5-methylpyridin-2-yl)amino)cyclohexyl)propanamide), CC(C)([O-])C.[Na+] (sodium tert-butoxide). Reagents/catalysts: CC(C)OC1=C(C(=CC=C1)OC(C)C)C2=CC=CC=C2P(C3CCCCC3)C4CCCCC4.CC(C)(C)OC.C1=CC=C([C-]=C1)CCN.Cl[Pd+] (RuPhos Precatalyst). Solvent: O1CCOCC1 (dioxane). Conditions: temperature 90 celsius, time 17 hour. Yields the product CC1(C(N(C2=NC=CN=C21)[C@@H]2CC[C@@H](CC2)NC2=NC=C(C=C2)C)=O)C (7,7-dimethyl-5-(cis-4-((5-methylpyridin-2-yl)amino)cyclohexyl)-5H-pyrrolo[2,3-b]pyrazin-6(7H)-one). Yield: 32.8%. Reaction SMILES: Cl[C:2]1[C:3]([C:8]([CH3:27])([CH3:26])[C:9]([NH:11][C@H:12]2[CH2:17][CH2:16][C@@H:15]([NH:18][C:19]3[CH:24]=[CH:23][C:22]([CH3:25])=[CH:21][N:20]=3)[CH2:14][CH2:13]2)=[O:10])=[N:4][CH:5]=[CH:6][N:7]=1.CC(C)([O-])C.[Na+]>CC(OC1C=CC=C(OC(C)C)C=1C1C(P(C2CCCCC2)C2CCCCC2)=CC=CC=1)C.CC(OC)(C)C.C1C=[C-]C(CCN)=CC=1.Cl[Pd+].O1CCOCC1>[CH3:26][C:8]1([CH3:27])[C:3]2[C:2](=[N:7][CH:6]=[CH:5][N:4]=2)[N:11]([C@H:12]2[CH2:17][CH2:16][C@@H:15]([NH:18][C:19]3[CH:24]=[CH:23][C:22]([CH3:25])=[CH:21][N:20]=3)[CH2:14][CH2:13]2)[C:9]1=[O:10] |f:1.2,3.4.5.6|. Reported procedure: To a glass microwave reaction vessel was added 2-(3-chloropyrazin-2-yl)-2-methyl-N-(cis-4-((5-methylpyridin-2-yl)amino)cyclohexyl)propanamide (0.1050 g, 0.271 mmol), RuPhos Precatalyst (0.012 g, 0.016 mmol, Strem Chemicals), and sodium tert-butoxide (0.052 g, 0.541 mmol, Sigma-Aldrich Chemical Company, Inc.) in dry dioxane (0.271 ml) to stir at 90° C. for 17 h. Solvent was evaporated in vacuo. The crude product was adsorbed onto a plug of silica gel and chromatographed through a Biotage SNAP HP-... Reactants: C1(CC1)C1=CC=CC(=N1)C=O (6-cyclopropylpicolinaldehyde), [BH4-].[Na+] (sodium borohydride). Run in CO (methanol). The product is crude material, C1(CC1)C1=CC=CC(=N1)CO ((6-cyclopropylpyridin-2-yl)methanol). Isolated yield 62.0%. As a reaction SMILES: [CH:1]1([C:4]2[N:9]=[C:8]([CH:10]=[O:11])[CH:7]=[CH:6][CH:5]=2)[CH2:3][CH2:2]1.[BH4-].[Na+]>CO>[CH:1]1([C:4]2[N:9]=[C:8]([CH2:10][OH:11])[CH:7]=[CH:6][CH:5]=2)[CH2:3][CH2:2]1 |f:1.2|. Reported procedure: To 6-cyclopropylpicolinaldehyde (3.5 g, 23.8 mmol) in methanol (95 mL) chilled to 0° C. was added sodium borohydride (2.70 g, 37.8 mmol). Once addition was complete, the cooling bath was removed and the reaction mixture was allowed to warm to ambient temperature. The mixture was concentrated under reduced pressure and the resulting residue was taken up in water, extracted with EtOAc, dried over sodium sulfate and concentrated under reduced pressure. Column chromatography (100% EtOAc as the eluen... Reactants: CC#N, COc1cc2c(cc1OCCCCl)CCCC2=O, Fc1ccc2c(C3CCNCC3)noc2c1, [K+], [K+], O=C([O-])[O-], O. Yields the product COc1cc2c(cc1OCCCN1CCC(c3noc4cc(F)ccc34)CC1)CCCC2=O. RXN SMILES: [CH3:41][C:42]#[N:43].[Cl:23][CH2:24][CH2:25][CH2:26][O:27][c:28]1[cH:29][c:30]2[c:35]([cH:36][c:37]1[O:38][CH3:39])[C:34](=[O:40])[CH2:33][CH2:32][CH2:31]2.[F:1][c:2]1[cH:3][c:4]2[c:5]([c:6]([CH:9]3[CH2:10][CH2:11][NH:12][CH2:13][CH2:14]3)[n:7][o:8]2)[cH:15][cH:16]1.[K+:17].[K+:18].[O-:19][C:20]([O-:21])=[O:22].[OH2:44]>>[F:1][c:2]1[cH:3][c:4]2[c:5]([c:6]([CH:9]3[CH2:10][CH2:11][N:12]([CH2:24][CH2:25][CH2:26][O:27][c:28]4[cH:29][c:30]5[c:35]([cH:36][c:37]4[O:38][CH3:39])[C:34](=[O:40])[CH2:33][CH2:32][CH2:31]5)[CH2:13][CH2:14]3)[n:7][o:8]2)[cH:15][cH:16]1. Starting materials: N1(CCNCC1)C(=O)C=1C=C2CCC(NC2=CC1)=O (6-(1-piperazinylcarbonyl)-3,4dihydrocarbostyril), C([O-])([O-])=O.[K+].[K+] (potassium carbonate), ClC1=CC=C(C(=O)CCCl)C=C1 (2-(4-chlorobenzoyl)ethyl chloride), [I-].[Na+] (sodium iodide). Solvent: CN(C=O)C (dimethylformamide), CN(C=O)C (dimethylformamide). Conditions: temperature 50 celsius. Product: ClC1=CC=C(C(=O)CCC2N(CCNC2)C(=O)C=2C=C3CCC(NC3=CC2)=O)C=C1 (6-{[2-(4-chlorobenzoyl)ethyl]-1-piperazinylcarbonyl}-3,4-dihydrocarbostyril). RXN SMILES: [Cl:1][C:2]1[CH:12]=[CH:11][C:5]([C:6]([CH2:8][CH2:9]Cl)=[O:7])=[CH:4][CH:3]=1.[I-].[Na+].[N:15]1([C:21]([C:23]2[CH:24]=[C:25]3[C:30](=[CH:31][CH:32]=2)[NH:29][C:28](=[O:33])[CH2:27][CH2:26]3)=[O:22])[CH2:20][CH2:19][NH:18][CH2:17][CH2:16]1.C(=O)([O-])[O-].[K+].[K+]>CN(C)C=O>[Cl:1][C:2]1[CH:12]=[CH:11][C:5]([C:6]([CH2:8][CH2:9][CH:16]2[CH2:17][NH:18][CH2:19][CH2:20][N:15]2[C:21]([C:23]2[CH:24]=[C:25]3[C:30](=[CH:31][CH:32]=2)[NH:29][C:28](=[O:33])[CH2:27][CH2:26]3)=[O:22])=[O:7])=[CH:4][CH:3]=1 |f:1.2,4.5.6|. Procedure: 4.12 Grams of 2-(4-chlorobenzoyl)ethyl chloride and 6.08 g of sodium iodide were dispersed in 50 ml of dimethylformamide, and heated at 50° C. for 1.5 hours. Then, to this dispersion was added 50 ml of dimethylformamide solution containing 3 g of 6-(1-piperazinylcarbonyl)-3,4dihydrocarbostyril, and further 9.8 g of potassium carbonate was added thereto and reacted by heating at 70° C. for 3 to 4 hours. After the reaction was completed, the insoluble matters were removed by filtration, and the so...